Dataset: the Open Reaction Database (ORD), a public repository of structured organic reaction records. Task: describe an organic reaction: reactants, conditions, products, and yield Reactants: [Na] (sodium), C(CC(=O)[O-])(=O)OC(C)(C)C (mono-tert-butyl malonate), C12C(CCC(CC1)C=C2)C(=O)Cl (bicyclo[3,2,2]non-8-ene-2-carbonyl chloride). Yields the product C(CC(=O)OC(C)(C)C)(=O)OC(=O)C1C2CCC(CC1)C=C2 (bicyclo[3,2,2]non-8-ene-2-carbonyl mono-tert-butyl malonate). Yield: 80.9%. RXN SMILES: [Na].[C:2]([O:8][C:9]([CH3:12])([CH3:11])[CH3:10])(=[O:7])[CH2:3][C:4]([O-:6])=[O:5].[CH:13]12[CH:21]=[CH:20][CH:17]([CH2:18][CH2:19]1)[CH2:16][CH2:15][CH:14]2[C:22](Cl)=[O:23]>>[C:4]([O:6][C:22]([CH:14]1[CH2:15][CH2:16][CH:17]2[CH:18]=[CH:19][CH:13]1[CH2:21][CH2:20]2)=[O:23])(=[O:5])[CH2:3][C:2]([O:8][C:9]([CH3:12])([CH3:11])[CH3:10])=[O:7] |^1:0|. Procedure details: To a solution of sodium salt of mono-tert-butyl malonate (20.4 g) prepared according to the same procedure as in Example 4, bicyclo[3,2,2]non-8-ene-2-carbonyl chloride (18.5 g) obtained in Preparation Example 3 is slowly added, and the reaction mixture is reacted at −20° C. in a nitrogen atmosphere for 1 hour, and further reacted at 55° C. for 8 hours. Then, the mixture is worked up as in the procedure of Example 1, to obtain 25 g of the pure title compound (purity: 99%, yield: 82%).